This data is from the Open Reaction Database (ORD), a public repository of structured organic reaction records. The task is: describe an organic reaction: reactants, conditions, products, and yield Reactants: Cc1sc(C(=O)O)cc1N, CCN(C(C)C)C(C)C, Cl, Cl, C1CCOC1, O, O=C(Cl)Cc1ccccc1. Yields the product Cc1sc(C(=O)O)cc1NC(=O)Cc1ccccc1. Reaction SMILES: [CH3:11][c:12]1[c:13]([NH2:20])[cH:14][c:15]([C:17](=[O:18])[OH:19])[s:16]1.[CH:1]([N:2]([CH:3]([CH3:4])[CH3:5])[CH2:6][CH3:7])([CH3:8])[CH3:9].[ClH:10].[ClH:31].[O:32]1[CH2:33][CH2:34][CH2:35][CH2:36]1.[OH2:37].[c:21]1([CH2:27][C:28](=[O:29])[Cl:30])[cH:22][cH:23][cH:24][cH:25][cH:26]1>>[CH3:11][c:12]1[c:13]([NH:20][C:28]([CH2:27][c:21]2[cH:22][cH:23][cH:24][cH:25][cH:26]2)=[O:29])[cH:14][c:15]([C:17](=[O:18])[OH:19])[s:16]1. Yield: 164.6%. The solvent is O (H2O), O1CCOCC1 (dioxane), CCOC(=O)C (EtOAc). Reaction SMILES: FC(F)(F)S([O:6][C:7]1N=[C:9]([CH3:21])[C:10]2C([CH:16]=1)=C[C:13](OC)=[C:12](OC)[CH:11]=2)(=O)=O.C(C1C=C(B(O)O)C=[CH:32][CH:33]=1)(C)(C)C.CC(C1C=C(C(C)C)C(C2C=CC=CC=2P(C2CCCCC2)C2CCCCC2)=C(C(C)C)C=1)C.C([O-])([O-])=[O:72].[K+].[K+]>CCOC(C)=O.O.O1CCOCC1>[CH3:16][CH2:7][O:6][C:32]([CH3:33])=[O:72].[CH3:21][CH2:9][CH2:10][CH2:11][CH2:12][CH3:13] |f:3.4.5,9.10|. Run at temperature 100 celsius. Yields the product CCOC(=O)C.CCCCCC (EtOAc hexane). Reactants: FC(S(=O)(=O)OC=1N=C(C2=CC(=C(C=C2C1)OC)OC)C)(F)F (6,7-Dimethoxy-1-methylisoquinolin-3-yl trifluoromethanesulfonate), C(C)(C)(C)C=1C=C(C=CC1)B(O)O (3-t-butylphenylboronic acid), Pd(OAc)z, CC(C)C1=CC(=C(C(=C1)C(C)C)C2=C(C=CC=C2)P(C3CCCCC3)C4CCCCC4)C(C)C (XPhos), C(=O)([O-])[O-].[K+].[K+] (K2CO3). Procedure details: 6,7-Dimethoxy-1-methylisoquinolin-3-yl trifluoromethanesulfonate (300 mg), 3-t-butylphenylboronic acid (183 mg, 1.2 eq.), Pd(OAc)z (19 mg, 0.1 eq.), XPhos (81 mg, 0.2 eq.), and K2CO3 (354 mg, 3 eq.) were combined in a flask with 9 mL dioxane and 3 mL H2O and degassed. Reaction mixture was then refluxed at 100° C. for 2 hours. Solution was cooled to room temperature then diluted with EtOAc and washed with saturated NaHCO3. Organic layer was dried over sodium sulfate and concentrated. Chromatograp... Reactants: [N+](=O)([O-])C1=C(C=CC=C1)O (2-Nitrophenol), C(C=C)Br (allyl bromide), C([O-])([O-])=O.[K+].[K+] (potassium carbonate). The solvent is CC(=O)C (acetone). The product is C(=CC)OC1=C(C=CC=C1)[N+](=O)[O-] (2-Prop-1-en-oxynitrobenzene). Yield: 91.9%. As a reaction SMILES: [N+:1]([C:4]1[CH:9]=[CH:8][CH:7]=[CH:6][C:5]=1[OH:10])([O-:3])=[O:2].[CH2:11](Br)[CH:12]=[CH2:13].C(=O)([O-])[O-].[K+].[K+]>CC(C)=O>[CH:11]([O:10][C:5]1[CH:6]=[CH:7][CH:8]=[CH:9][C:4]=1[N+:1]([O-:3])=[O:2])=[CH:12][CH3:13] |f:2.3.4|. Procedure details: 2-Nitrophenol (142.0 g, 1.02 mole), allyl bromide (120.9 g, 1.00 mole), anhydrous potassium carbonate (140.0 g, 1.02 mole) and dry acetone (500 cc) were refluxed for 21 hours, and filtered to remove the potassium bromide. The residue was washed with acetone and the solvent was removed by rotary evaporation. The residue was partitioned between 200 cc of dichloromethane and water. The dichloromethane layer was washed with 200 cc of 10% potassium hydroxide, separated and the solvent was removed by ... The reactants are [Si](C)(C)(C(C)(C)C)OC(C(F)(F)F)(C(F)(F)F)C1=CC=C(CN2CCN(CC2)C(=O)C2=CC(=C(C=C2)NC(=O)N[C@H](CO)CC)F)C=C1 ((S)-1-(4-(4-(4-(2-(tert-butyldimethylsilyloxy)-1,1,1,3,3,3-hexafluoropropan-2-yl)benzyl)piperazine-1-carbonyl)-2-fluorophenyl)-3-(1-hydroxybutan-2-yl)urea), [F-].[K+] (potassium fluoride). The solvent is O1CCCC1 (tetrahydrofuran). Run at temperature 80 celsius. The product is FC1=C(C=CC(=C1)C(=O)N1CCN(CC1)CC1=CC=C(C=C1)C(C(F)(F)F)(C(F)(F)F)O)NC(=O)N[C@H](CO)CC ((S)-1-(2-Fluoro-4-(4-(4-(1,1,1,3,3,3-hexafluoro-2-hydroxypropan-2-yl)benzyl)-piperazine-1-carbonyl)phenyl)-3-(1-hydroxybutan-2-yl)urea). Yield: 73.5%. As a reaction SMILES: [Si]([O:8][C:9]([C:18]1[CH:48]=[CH:47][C:21]([CH2:22][N:23]2[CH2:28][CH2:27][N:26]([C:29]([C:31]3[CH:36]=[CH:35][C:34]([NH:37][C:38]([NH:40][C@@H:41]([CH2:44][CH3:45])[CH2:42][OH:43])=[O:39])=[C:33]([F:46])[CH:32]=3)=[O:30])[CH2:25][CH2:24]2)=[CH:20][CH:19]=1)([C:14]([F:17])([F:16])[F:15])[C:10]([F:13])([F:12])[F:11])(C(C)(C)C)(C)C.[F-].[K+]>O1CCCC1>[F:46][C:33]1[CH:32]=[C:31]([C:29]([N:26]2[CH2:25][CH2:24][N:23]([CH2:22][C:21]3[CH:20]=[CH:19][C:18]([C:9]([OH:8])([C:14]([F:16])([F:15])[F:17])[C:10]([F:13])([F:11])[F:12])=[CH:48][CH:47]=3)[CH2:28][CH2:27]2)=[O:30])[CH:36]=[CH:35][C:34]=1[NH:37][C:38]([NH:40][C@@H:41]([CH2:44][CH3:45])[CH2:42][OH:43])=[O:39] |f:1.2|. Reported procedure: To a stirring solution of (S)-1-(4-(4-(4-(2-(tert-butyldimethylsilyloxy)-1,1,1,3,3,3-hexafluoropropan-2-yl)benzyl)piperazine-1-carbonyl)-2-fluorophenyl)-3-(1-hydroxybutan-2-yl)urea (0.303 mmol, 215 mg) in tetrahydrofuran (1 mL) was added potassium fluoride (50% weight on celite) (1.517 mmol, 176 mg). The resulting suspension was heated to 80° C. for 48 hours. The reaction mixture was filtered through celite and concentrated under vacuum. The resulting residue was purified by SCX chromatography t... Product: ClC=1C=C(C=CC1F)N1N=C(C=C1C1=CC(=CC=C1)C#N)C(=O)O (1-(3-Chloro-4-fluorophenyl)-5-(3-cyanophenyl)-1H-pyrazole-3-carboxylic acid). Procedure: The preparation of the title compound takes place starting from the compound of Example 45A in analogy to the synthesis of the compound of Example 71A. 348 mg (68% of theory) of the title compound are obtained. As a reaction SMILES: [Cl:1][C:2]1[CH:3]=[C:4]([N:9]2[C:13]([C:14]3[CH:19]=[CH:18][CH:17]=[C:16]([C:20]#[N:21])[CH:15]=3)=[CH:12][C:11]([C:22]([O:24]CC)=[O:23])=[N:10]2)[CH:5]=[CH:6][C:7]=1[F:8].ClC1C=C(N2C(C3C=C(F)C=C(Cl)C=3)=CC(C(O)=O)=N2)C=CC=1F>>[Cl:1][C:2]1[CH:3]=[C:4]([N:9]2[C:13]([C:14]3[CH:19]=[CH:18][CH:17]=[C:16]([C:20]#[N:21])[CH:15]=3)=[CH:12][C:11]([C:22]([OH:24])=[O:23])=[N:10]2)[CH:5]=[CH:6][C:7]=1[F:8]. Starting materials: ClC=1C=C(C=CC1F)N1N=C(C=C1C1=CC(=CC=C1)C#N)C(=O)OCC (Ethyl 1-(3-chloro-4-fluorophenyl)-5-(3-cyanophenyl)-1H-pyrazole-3-carboxylate), ClC=1C=C(C=CC1F)N1N=C(C=C1C1=CC(=CC(=C1)F)Cl)C(=O)O (1-(3-Chloro-4-fluorophenyl)-5-(3-chloro-5-fluorophenyl)-1H-pyrazole-3-carboxylic acid).